The task is: describe an organic reaction: reactants, conditions, products, and yield. This data is from the Open Reaction Database (ORD), a public repository of structured organic reaction records. Starting materials: COC(=O)c1c(-c2ccc(F)cc2)c2cc(OCc3ccccc3)ccc2c(=O)n1CC(C)C, CO, Cl, [Li+], [OH-], O, O. Product: CC(C)Cn1c(C(=O)O)c(-c2ccc(F)cc2)c2cc(OCc3ccccc3)ccc2c1=O. Reaction SMILES: [CH2:1]([c:2]1[cH:3][cH:4][cH:5][cH:6][cH:7]1)[O:8][c:9]1[cH:10][c:11]2[c:12](-[c:28]3[cH:29][cH:30][c:31]([F:34])[cH:32][cH:33]3)[c:13]([C:24](=[O:25])[O:26][CH3:27])[n:14]([CH2:20][CH:21]([CH3:22])[CH3:23])[c:15](=[O:19])[c:16]2[cH:17][cH:18]1.[CH3:40][OH:41].[ClH:39].[Li+:37].[OH-:36].[OH2:35].[OH2:38]>>[CH2:1]([c:2]1[cH:3][cH:4][cH:5][cH:6][cH:7]1)[O:8][c:9]1[cH:10][c:11]2[c:12](-[c:28]3[cH:29][cH:30][c:31]([F:34])[cH:32][cH:33]3)[c:13]([C:24](=[O:25])[OH:26])[n:14]([CH2:20][CH:21]([CH3:22])[CH3:23])[c:15](=[O:19])[c:16]2[cH:17][cH:18]1. Starting materials: CCOC(=O)c1cnc(N)c2c(COc3cc(-c4nnc(-c5ccc(Cl)cc5)o4)ccc3C)csc12, CO, [Na+], C1CCOC1, [OH-]. Product: Cc1ccc(-c2nnc(-c3ccc(Cl)cc3)o2)cc1OCc1csc2c(C(=O)O)cnc(N)c12. RXN SMILES: [CH2:3]([CH3:4])[O:5][C:6](=[O:7])[c:8]1[c:9]2[c:10]([c:11]([NH2:14])[n:12][cH:13]1)[c:15]([CH2:18][O:19][c:20]1[c:21]([CH3:38])[cH:22][cH:23][c:24](-[c:26]3[o:27][c:28](-[c:31]4[cH:32][cH:33][c:34]([Cl:37])[cH:35][cH:36]4)[n:29][n:30]3)[cH:25]1)[cH:16][s:17]2.[CH3:39][OH:40].[Na+:2].[O:41]1[CH2:42][CH2:43][CH2:44][CH2:45]1.[OH-:1]>>[O:5]=[C:6]([OH:7])[c:8]1[c:9]2[c:10]([c:11]([NH2:14])[n:12][cH:13]1)[c:15]([CH2:18][O:19][c:20]1[c:21]([CH3:38])[cH:22][cH:23][c:24](-[c:26]3[o:27][c:28](-[c:31]4[cH:32][cH:33][c:34]([Cl:37])[cH:35][cH:36]4)[n:29][n:30]3)[cH:25]1)[cH:16][s:17]2. Starting materials: [NH4+].[Cl-] (NH4Cl), BrC1=CC=C(C=C1)C(C1=CC=C(C=C1)O)=C1CCCCCC1 (4-[(4-Bromophenyl)(cycloheptylidene)methyl]phenol), C(C)(C)N(C(C)C)CC (N,N-diisopropylethylamine), C(CCC#C)O (4-pentyn-1-ol). Reagents/catalysts: Cl[Pd]([P](C1=CC=CC=C1)(C2=CC=CC=C2)C3=CC=CC=C3)([P](C4=CC=CC=C4)(C5=CC=CC=C5)C6=CC=CC=C6)Cl (Pd(PPh3)2Cl2), [Cu]I (CuI). Solvent: O (water), CN(C)C=O (DMF). Conditions: temperature 80 celsius, time 8 hour. Product: C1(CCCCCC1)=C(C1=CC=C(C=C1)O)C1=CC=C(C=C1)C#CCCCO (4-{Cycloheptylidene[4-(5-hydroxy-1-pentyn-1-yl)phenyl]methyl}phenol). The yield is 45.1%. As a reaction SMILES: Br[C:2]1[CH:7]=[CH:6][C:5]([C:8](=[C:16]2[CH2:22][CH2:21][CH2:20][CH2:19][CH2:18][CH2:17]2)[C:9]2[CH:14]=[CH:13][C:12]([OH:15])=[CH:11][CH:10]=2)=[CH:4][CH:3]=1.C(N(CC)C(C)C)(C)C.[CH2:32]([OH:37])[CH2:33][CH2:34][C:35]#[CH:36].[NH4+].[Cl-]>CN(C=O)C.Cl[Pd](Cl)([P](C1C=CC=CC=1)(C1C=CC=CC=1)C1C=CC=CC=1)[P](C1C=CC=CC=1)(C1C=CC=CC=1)C1C=CC=CC=1.[Cu]I.O>[C:16]1(=[C:8]([C:5]2[CH:6]=[CH:7][C:2]([C:36]#[C:35][CH2:34][CH2:33][CH2:32][OH:37])=[CH:3][CH:4]=2)[C:9]2[CH:14]=[CH:13][C:12]([OH:15])=[CH:11][CH:10]=2)[CH2:22][CH2:21][CH2:20][CH2:19][CH2:18][CH2:17]1 |f:3.4,^1:47,66|. Procedure details: To a degassed solution of 4-[(4-bromophenyl)(cycloheptylidene)methyl]phenol (9) (0.20 g, 0.56 mmol) in DMF (5 mL) were added Pd(PPh3)2Cl2 (40 mg, 0.06 mmol), CuI (11 mg, 0.06 mmol), N,N-diisopropylethylamine (0.45 mL, 2.52 mmol) and 4-pentyn-1-ol (0.11 mL, 1.12 mmol). The reaction mixture was stirred at 80° C. overnight, poured into saturated aqueous NH4Cl (15 mL) and water (5 mL), extracted with ethyl acetate (3×50 mL). The combined organic phase was washed with water, brine, dried over Na2SO4,... The reactants are CCCC(=O)N1CCC(N(C(=O)Nc2ncc(SC#N)s2)C2CCC(C)CC2)CC1, CI, OC(CS)C(O)CS. Product: CCCC(=O)N1CCC(N(C(=O)Nc2ncc(SC)s2)C2CCC(C)CC2)CC1. Reaction SMILES: [C:1]([CH2:2][CH2:3][CH3:4])(=[O:5])[N:6]1[CH2:7][CH2:8][CH:9]([N:12]([C:13](=[O:14])[NH:15][c:16]2[s:17][c:18]([S:21][C:22]#[N:23])[cH:19][n:20]2)[CH:24]2[CH2:25][CH2:26][CH:27]([CH3:30])[CH2:28][CH2:29]2)[CH2:10][CH2:11]1.[I:39][CH3:40].[SH:31][CH2:32][CH:33]([CH:34]([CH2:35][SH:36])[OH:37])[OH:38]>>[C:1]([CH2:2][CH2:3][CH3:4])(=[O:5])[N:6]1[CH2:7][CH2:8][CH:9]([N:12]([C:13](=[O:14])[NH:15][c:16]2[s:17][c:18]([S:21][CH3:22])[cH:19][n:20]2)[CH:24]2[CH2:25][CH2:26][CH:27]([CH3:30])[CH2:28][CH2:29]2)[CH2:10][CH2:11]1. Reactants: NC=1SC(=C(N1)C(=O)N1[C@@H]([C@H]2C[C@H]2C1)CN)C1=CC(=CC=C1)F ([2-Amino-5-(3-fluoro-phenyl)-thiazol-4-yl]-((1S,2S,5R)-2-aminomethyl-3-aza-bicyclo[3.1.0]hex-3-yl)-methanone), ClC=1C=C(C(=O)O)C=CC1 (3-Chloro-benzoic acid). Yields the product NC=1SC(=C(N1)C(=O)N1[C@@H]([C@H]2C[C@H]2C1)CNC(C1=CC(=CC=C1)Cl)=O)C1=CC(=CC=C1)F (N-{(1S,2S,5R)-3-[2-Amino-5-(3-fluoro-phenyl)-thiazole-4-carbonyl]-3-aza-bicyclo[3.1.0]hex-2-ylmethyl}-3-chloro-benzamide). Reaction SMILES: [NH2:1][C:2]1[S:3][C:4]([C:17]2[CH:22]=[CH:21][CH:20]=[C:19]([F:23])[CH:18]=2)=[C:5]([C:7]([N:9]2[CH2:14][C@H:13]3[C@H:11]([CH2:12]3)[C@H:10]2[CH2:15][NH2:16])=[O:8])[N:6]=1.[Cl:24][C:25]1[CH:26]=[C:27]([CH:31]=[CH:32][CH:33]=1)[C:28](O)=[O:29]>>[NH2:1][C:2]1[S:3][C:4]([C:17]2[CH:22]=[CH:21][CH:20]=[C:19]([F:23])[CH:18]=2)=[C:5]([C:7]([N:9]2[CH2:14][C@H:13]3[C@H:11]([CH2:12]3)[C@H:10]2[CH2:15][NH:16][C:28](=[O:29])[C:27]2[CH:31]=[CH:32][CH:33]=[C:25]([Cl:24])[CH:26]=2)=[O:8])[N:6]=1. Reported procedure: prepared by reaction of [2-Amino-5-(3-fluoro-phenyl)-thiazol-4-yl]-((1S,2S,5R)-2-aminomethyl-3-aza-bicyclo[3.1.0]hex-3-yl)-methanone with 3-Chloro-benzoic acid. Reactants: C(C1=CC=CC=C1)N1CCN(CC1)C1CCC(CC1)N (4-(4-benzylpiperazin-1-yl)cyclohexanamine), C(C1=CC=CC=C1)N1CCN(CC1)C1CCC(CC1)N (4-(4-benzylpiperazin-1-yl)cyclohexanamine), C1(CCCC1)N1C2=C(N(C(C3(C1)CC3)=O)C)C=NC(=N2)NC2=C(C=C(C(=O)O)C=C2)OC (4-(9′-Cyclopentyl-5′-methyl-6′-oxo-5′,6′,8′,9′-tetrahydrospiro[cyclopropane-1,7′-pyrimido[4,5-b][1,4]diazepine]-2′-ylamino)-3-methoxybenzoic acid), C1(CCCC1)N1C2=C(N(C(C3(C1)CC3)=O)C)C=NC(=N2)NC2=C(C=C(C(=O)O)C=C2)OC (4-(9′-Cyclopentyl-5′-methyl-6′-oxo-5′,6′,8′,9′-tetrahydrospiro[cyclopropane-1,7′-pyrimido[4,5-b][1,4]diazepine]-2′-ylamino)-3-methoxybenzoic acid), CCN(C(C)C)C(C)C (DIPEA), CN(C)C(=[N+](C)C)ON1C2=C(C=CC=C2)N=N1.[B-](F)(F)(F)F (TBTU). Run in CN(C)C=O (DMF), CN(C)C=O (DMF). Run at time 2 hour. The product is C(C1=CC=CC=C1)N1CCN(CC1)[C@@H]1CC[C@H](CC1)NC(C1=CC(=C(C=C1)NC=1N=CC2=C(N(CC3(C(N2C)=O)CC3)C3CCCC3)N1)OC)=O (N-((trans)-4-(4-benzylpiperazin-1-yl)cyclohexyl)-4-(9′-cyclopentyl-5′-methyl-6′-oxo-5′,6′,8′,9′-tetrahydrospiro[cyclopropane-1,7′-pyrimido[4,5-b][1,4]diazepine]-2′-ylamino)-3-methoxybenzamide). Isolated yield 12.5%. Reaction SMILES: [CH:1]1([N:6]2[CH2:12][C:11]3([CH2:14][CH2:13]3)[C:10](=[O:15])[N:9]([CH3:16])[C:8]3[CH:17]=[N:18][C:19]([NH:21][C:22]4[CH:30]=[CH:29][C:25]([C:26](O)=[O:27])=[CH:24][C:23]=4[O:31][CH3:32])=[N:20][C:7]2=3)[CH2:5][CH2:4][CH2:3][CH2:2]1.CCN(C(C)C)C(C)C.CN(C(ON1N=NC2C=CC=CC1=2)=[N+](C)C)C.[B-](F)(F)(F)F.[CH2:64]([N:71]1[CH2:76][CH2:75][N:74]([CH:77]2[CH2:82][CH2:81][CH:80]([NH2:83])[CH2:79][CH2:78]2)[CH2:73][CH2:72]1)[C:65]1[CH:70]=[CH:69][CH:68]=[CH:67][CH:66]=1>CN(C=O)C>[CH2:64]([N:71]1[CH2:72][CH2:73][N:74]([C@H:77]2[CH2:82][CH2:81][C@H:80]([NH:83][C:26](=[O:27])[C:25]3[CH:29]=[CH:30][C:22]([NH:21][C:19]4[N:18]=[CH:17][C:8]5[N:9]([CH3:16])[C:10](=[O:15])[C:11]6([CH2:14][CH2:13]6)[CH2:12][N:6]([CH:1]6[CH2:2][CH2:3][CH2:4][CH2:5]6)[C:7]=5[N:20]=4)=[C:23]([O:31][CH3:32])[CH:24]=3)[CH2:79][CH2:78]2)[CH2:75][CH2:76]1)[C:65]1[CH:66]=[CH:67][CH:68]=[CH:69][CH:70]=1 |f:2.3|. Reported procedure: 4-(9′-Cyclopentyl-5′-methyl-6′-oxo-5′,6′,8′,9′-tetrahydrospiro[cyclopropane-1,7′-pyrimido[4,5-b][1,4]diazepine]-2′-ylamino)-3-methoxybenzoic acid (Intermediate 5) (66 mg, 0.15 mmol, 1 eq), DIPEA (52 μl, 0.3 mmol, 2 eq) and TBTU (54 mg, 0.17 mmol, 1.1 eq) were added to 1 mL DMF and the resulting solution was stirred at rt for min before the addition of 4-(4-benzylpiperazin-1-yl)cyclohexanamine (Intermediate 18) (35 mg, 0.18 mmol, 1.2 eq) dissolved in DMF (0.5 mL). The RM was then stirred at rt fo...